Dataset: the Open Reaction Database (ORD), a public repository of structured organic reaction records. Task: describe an organic reaction: reactants, conditions, products, and yield The reactants are COC1=NC=CC=C1OC (2,3-dimethoxypyridine), C(CCC)[Li] (n-Butyllithium), C(CC)=O (propionaldehyde). The solvent is O1CCCC1 (THF), O1CCCC1 (THF). Conditions: temperature 0 celsius, time 1 hour. The product is COC1=NC=CC(=C1OC)C(CC)O (2,3-dimethoxy-4-(1′-hydroxypropyl)pyridine). As a reaction SMILES: C([Li])CCC.[CH3:6][O:7][C:8]1[C:13]([O:14][CH3:15])=[CH:12][CH:11]=[CH:10][N:9]=1.[CH:16](=[O:19])[CH2:17][CH3:18]>O1CCCC1>[CH3:6][O:7][C:8]1[C:13]([O:14][CH3:15])=[C:12]([CH:16]([OH:19])[CH2:17][CH3:18])[CH:11]=[CH:10][N:9]=1. Reported procedure: n-Butyllithium (38.7 mL; 10 M in tetrahydrofuran (THF)) was dissolved in THF (600 mL) and cannulated to a solution of 2,3-dimethoxypyridine (3) (22.4 g; 161 mmol) in THF (200 mL) at −78° C. The reaction mixture was then warmed to 0° C. and stirred for 1 hour. The propionaldehyde (29.1 mL; 403 mmol) was added dropwise at −78° C. The reaction mixture was warmed to 25° C. and stirred for 16 hours. The reaction mixture was subsequently quenched with water and extracted with dichloromethane. The comb... Reactants: OCC1C2=CC(=CC=C2C=2C=CC(=CC12)NC(=O)OC(C)(C)C)NC(=O)OC(C)(C)C (9-Hydroxymethyl-2,7-di(Boc-amino)fluorene), Cl (HCl). Run in O1CCOCC1 (1,4-dioxane). Reaction conditions: temperature 0 celsius, time 1 hour. Product: Cl.Cl.OCC1C2=CC(=CC=C2C=2C=CC(=CC12)N)N (9-hydroxymethyl-2,7-diaminofluorene dihydrochloride). RXN SMILES: [OH:1][CH2:2][CH:3]1[C:15]2[CH:14]=[C:13]([NH:16]C(OC(C)(C)C)=O)[CH:12]=[CH:11][C:10]=2[C:9]2[C:4]1=[CH:5][C:6]([NH:24]C(OC(C)(C)C)=O)=[CH:7][CH:8]=2.[ClH:32]>O1CCOCC1>[ClH:32].[ClH:32].[OH:1][CH2:2][CH:3]1[C:4]2[CH:5]=[C:6]([NH2:24])[CH:7]=[CH:8][C:9]=2[C:10]2[C:15]1=[CH:14][C:13]([NH2:16])=[CH:12][CH:11]=2 |f:3.4.5|. Procedure details: 9-Hydroxymethyl-2,7-di(Boc-amino)fluorene (0.39 g, 0.9 mmol) was dissolved in 1,4-dioxane. At 0° C. concentrated HCl (2.5 mL) was added and the reaction was stirred for two hours at 0° C. and for one hour at room temperature. The reaction solvents were removed at reduced pressure (45° C.). The product was dissolved in methanol and evaporated (2 times). The product was dissolved in methanol (8 mL) and precipitated by the slow addition of diethyl ether and cooling (repeat). The product was a red-o... Starting materials: COc1ccc(CC(=O)Cl)cc1, CCOC(C)=O, NC(=NOCC1CC1)c1c(F)cccc1C(F)(F)F, c1ccccc1. Yields the product COc1ccc(CC(=O)NC(=NOCC2CC2)c2c(F)cccc2C(F)(F)F)cc1. RXN SMILES: [CH3:20][O:21][c:22]1[cH:23][cH:24][c:25]([CH2:28][C:29](=[O:30])[Cl:31])[cH:26][cH:27]1.[CH3:32][CH2:33][O:34][C:35](=[O:36])[CH3:37].[CH:1]1([CH2:4][O:5][N:6]=[C:7]([c:8]2[c:9]([F:18])[cH:10][cH:11][cH:12][c:13]2[C:14]([F:15])([F:16])[F:17])[NH2:19])[CH2:2][CH2:3]1.[cH:38]1[cH:39][cH:40][cH:41][cH:42][cH:43]1>>[CH:1]1([CH2:4][O:5][N:6]=[C:7]([c:8]2[c:9]([F:18])[cH:10][cH:11][cH:12][c:13]2[C:14]([F:15])([F:16])[F:17])[NH:19][C:29]([CH2:28][c:25]2[cH:24][cH:23][c:22]([O:21][CH3:20])[cH:27][cH:26]2)=[O:30])[CH2:2][CH2:3]1. Starting materials: CS(=O)(=O)Cl, O, O=C1NCCC(c2ccc(O)cc2)C1c1ccccc1, c1ccncc1. Product: CS(=O)(=O)Oc1ccc(C2CCNC(=O)C2c2ccccc2)cc1. RXN SMILES: [CH3:21][S:22]([Cl:23])(=[O:24])=[O:25].[OH2:26].[OH:1][c:2]1[cH:3][cH:4][c:5]([CH:8]2[CH:9]([c:15]3[cH:16][cH:17][cH:18][cH:19][cH:20]3)[C:10](=[O:14])[NH:11][CH2:12][CH2:13]2)[cH:6][cH:7]1.[cH:27]1[cH:28][cH:29][n:30][cH:31][cH:32]1>>[O:1]([c:2]1[cH:3][cH:4][c:5]([CH:8]2[CH:9]([c:15]3[cH:16][cH:17][cH:18][cH:19][cH:20]3)[C:10](=[O:14])[NH:11][CH2:12][CH2:13]2)[cH:6][cH:7]1)[S:22]([CH3:21])(=[O:24])=[O:25]. The reactants are Fc1cc(Br)cc(F)c1F, NN=C(c1ccccc1)c1ccccc1, CC(=O)[O-], Cc1ccccc1, [Cs+], CC(=O)[O-], CC(=O)[O-], [Pd+2]. The product is Fc1cc(NN=C(c2ccccc2)c2ccccc2)cc(F)c1F. Reaction SMILES: [Br:1][c:2]1[cH:3][c:4]([F:10])[c:5]([F:9])[c:6]([F:8])[cH:7]1.[C:11]([c:12]1[cH:13][cH:14][cH:15][cH:16][cH:17]1)([c:18]1[cH:19][cH:20][cH:21][cH:22][cH:23]1)=[N:24][NH2:25].[C:26]([O-:27])(=[O:28])[CH3:29].[CH3:31][c:32]1[cH:33][cH:34][cH:35][cH:36][cH:37]1.[Cs+:30].[O-:39][C:40]([CH3:41])=[O:42].[O-:43][C:44]([CH3:45])=[O:46].[Pd+2:38]>>[c:2]1([NH:25][N:24]=[C:11]([c:12]2[cH:13][cH:14][cH:15][cH:16][cH:17]2)[c:18]2[cH:19][cH:20][cH:21][cH:22][cH:23]2)[cH:3][c:4]([F:10])[c:5]([F:9])[c:6]([F:8])[cH:7]1.